This data is from the Open Reaction Database (ORD), a public repository of structured organic reaction records. The task is: describe an organic reaction: reactants, conditions, products, and yield Reactants: C(C)(=O)[O-].[Mg+2].C(C)(=O)[O-] (magnesium acetate), C(C)(=O)[O-].[Mg+2].C(C)(=O)[O-] (magnesium acetate). The solvent is O (water). The product is O.O.O.O.C(C)(=O)[O-].[Mg+2].C(C)(=O)[O-] (magnesium acetate tetrahydrate), [O-2].[Mg+2] (magnesium oxide). RXN SMILES: [C:1]([O-:4])(=[O:3])[CH3:2].[Mg+2:5].[C:6]([O-:9])(=[O:8])[CH3:7]>O>[OH2:3].[OH2:8].[OH2:3].[OH2:3].[C:1]([O-:4])(=[O:3])[CH3:2].[Mg+2:5].[C:6]([O-:9])(=[O:8])[CH3:7].[O-2:3].[Mg+2:5] |f:0.1.2,4.5.6.7.8.9.10,11.12|. Procedure: An aqueous solution of magnesium acetate tetrahydrate was prepared by adding one part by weight of the magnesium acetate compound to five parts by weight of water. A glassware article (bottle) was heated to provide a surface temperature of about 640° C. The solution of magnesium acetate was sprayed at a flow rate of about 0.5 grams per second while the glassware was rotated upon a turntable at 78 rpm. Approximately 16 revolutions of the glassware bottle occurred during an application. A clear, t... Starting materials: C(#N)CC1=CC(=C(C=C1)OC)OC1CCCC1 (4-cyanomethyl-2-cyclopentyloxy-1-methoxybenzene), C(C=C)(=O)OC (methyl acrylate), [OH-].C(C1=CC=CC=C1)[N+](C)(C)C (benzyltrimethyl ammonium hydroxide), CO (methanol). The solvent is C(C)#N (acetonitrile), C(C)#N (acetonitrile). Reaction conditions: temperature -10 celsius, time 30 minute. Product: COC(CCC(CCC(=O)OC)(C1=CC(=C(C=C1)OC)OC1CCCC1)C#N)=O (Dimethyl-4-cyano-4-(3-cyclopentyloxy-4-methoxy-phenyl)pimelate). Reaction SMILES: [C:1]([CH2:3][C:4]1[CH:9]=[CH:8][C:7]([O:10][CH3:11])=[C:6]([O:12][CH:13]2[CH2:17][CH2:16][CH2:15][CH2:14]2)[CH:5]=1)#[N:2].[C:18]([O:22][CH3:23])(=[O:21])[CH:19]=[CH2:20].[OH-:24].[CH2:25]([N+](C)(C)C)[C:26]1[CH:31]=CC=CC=1.[CH3:36][OH:37]>C(#N)C>[CH3:23][O:22][C:18](=[O:21])[CH2:19][CH2:20][C:3]([C:1]#[N:2])([C:4]1[CH:9]=[CH:8][C:7]([O:10][CH3:11])=[C:6]([O:12][CH:13]2[CH2:17][CH2:16][CH2:15][CH2:14]2)[CH:5]=1)[CH2:25][CH2:26][C:31]([O:37][CH3:36])=[O:24] |f:2.3|. Reported procedure: A 12 liter round bottom flask equipped with an overhead stirrer, internal thermometer, and a reflux condensor equipped with a nitrogen inlet was flushed with nitrogen. The flask was charged with a solution of 4-cyanomethyl-2-cyclopentyloxy-1-methoxybenzene (460 g, 1.99 mol, 1.0 equivalent) in acetonitrile, and methyl acrylate (520 g, 6.0 mol, 3.0 equivalents). The contents of the flask was cooled to −10° C. A pressure equalizing addition funnel was charged with acetonitrile (1.1 L) and benzyltri... Reaction SMILES: [CH2:1]([CH3:2])[O:3][C:4](=[O:5])[c:6]1[c:7]([CH3:35])[n:8][c:9]2[cH:10][c:11]([NH:16][C:17](=[O:18])[c:19]3[c:20](-[c:25]4[cH:26][cH:27][c:28]([C:31]([F:32])([F:33])[F:34])[cH:29][cH:30]4)[cH:21][cH:22][cH:23][cH:24]3)[cH:12][cH:13][c:14]2[cH:15]1.[CH3:36][OH:37].[Li+:41].[O:42]1[CH2:43][CH2:44][CH2:45][CH2:46]1.[OH-:40].[OH2:38].[OH2:39]>>[O:3]=[C:4]([OH:5])[c:6]1[c:7]([CH3:35])[n:8][c:9]2[cH:10][c:11]([NH:16][C:17](=[O:18])[c:19]3[c:20](-[c:25]4[cH:26][cH:27][c:28]([C:31]([F:32])([F:33])[F:34])[cH:29][cH:30]4)[cH:21][cH:22][cH:23][cH:24]3)[cH:12][cH:13][c:14]2[cH:15]1. The product is Cc1nc2cc(NC(=O)c3ccccc3-c3ccc(C(F)(F)F)cc3)ccc2cc1C(=O)O. The reactants are CCOC(=O)c1cc2ccc(NC(=O)c3ccccc3-c3ccc(C(F)(F)F)cc3)cc2nc1C, CO, [Li+], C1CCOC1, [OH-], O, O. Reactants: ClCC(CC(=O)OCC)=O (ethyl 4-chloro-3-oxobutyrate). The solvent is C(C)O (ethyl alcohol). Run at temperature 120 celsius, time 3 hour. Product: ClC[C@@H](CC(=O)OCC)O (ethyl (+) (R)-4-chloro-3-hydroxybutyrate). Yield: 89.9%. Reaction SMILES: [Cl:1][CH2:2][C:3](=[O:10])[CH2:4][C:5]([O:7][CH2:8][CH3:9])=[O:6]>C(O)C>[Cl:1][CH2:2][C@H:3]([OH:10])[CH2:4][C:5]([O:7][CH2:8][CH3:9])=[O:6]. Procedure: 100 g of ethyl 4-chloro-3-oxobutyrate and 64.9 mg of {[Ru (p-cymene) I (+) TMBTP] I}, prepared in example 1, are placed under argon in a 3-liter reactor, in 1000 ml of ethyl alcohol degassed with argon; the mixture is heated at 120° C. under argon and pressurised with hydrogen at 5 bar. After 3 h, the mixture is cooled, concentrated at reduced pressure, and the residue distilled with 5 mm Hg vacuum. 91 g of ethyl (+) (R)-4-chloro-3-hydroxybutyrate are obtained with an e.e. of 97% by gas-chromato... Starting materials: C(C)(=O)C1=NC=CC2=CC=CC=C12 (1-acetyl-isoquinoline), NO (hydroxylamine), C(C)(=O)[O-].[Na+] (sodium acetate), CO (methanol). Solvent: O (water), O (water). Reaction conditions: time 16 hour. Yields the product C(C)(C1=NC=CC2=CC=CC=C12)=NO (1-acetyl-isoquinoline oxime). Yield: 50.3%. RXN SMILES: [C:1]([C:4]1[C:13]2[C:8](=[CH:9][CH:10]=[CH:11][CH:12]=2)[CH:7]=[CH:6][N:5]=1)(=O)[CH3:2].[NH2:14][OH:15].C([O-])(=O)C.[Na+].CO>O>[C:1](=[N:14][OH:15])([C:4]1[C:13]2[C:8](=[CH:9][CH:10]=[CH:11][CH:12]=2)[CH:7]=[CH:6][N:5]=1)[CH3:2] |f:2.3|. Procedure details: A solution of 1-acetyl-isoquinoline (3.42 g), hydroxylamine (1.53 g) and sodium acetate (2.46 g) in a 3:1 mixture of methanol:water (80 ml) was heated to reflux for 8 hours then allowed to stand for 16 hours. The reaction mixture was then poured into water and extracted with ethyl acetate. The combined extracts were dried, concentrated and chromatographed using ethyl acetate:hexane 3:7 as the eluant to give 1-acetyl-isoquinoline oxime (1.87 g, 58% yield) as a white crystalline solid m.p. 154.4°-... Solvent: C(C)#N (acetonitrile). Starting materials: CNCCN1C2=C(OCC3=C1C=CC=C3)C=CC=C2 (5,11-Dihydro-5-[2-(N-methylamino]ethyl]dibenzo[b,e][1,4]oxazepine), S(C)(=O)(=O)OCCCC1=CC=C(C=C1)OC (3-(4-methoxyphenyl)propyl mesylate), C([O-])([O-])=O.[Na+].[Na+] (sodium carbonate), [I-].[Na+] (sodium iodide). Reported procedure: 5,11-Dihydro-5-[2-(N-methylamino]ethyl]dibenzo[b,e][1,4]oxazepine (245 mg, 0.96 mmol), 3-(4-methoxyphenyl)propyl mesylate (353 mg, 1.45 mmol), sodium carbonate (154 mg, 1.45 mmol) and sodium iodide (20 mg, 0.13 mmol) were added to acetonitrile (25 ml), and they were heated under reflux at 90° C. for 6 hours. The solvent was evaporated under reduced pressure. The obtained residue was distributed in ethyl acetate and saturated aqueous sodium hydrogencarbonate solution. The organic layer was washed... Run at temperature 90 celsius. As a reaction SMILES: [CH3:1][NH:2][CH2:3][CH2:4][N:5]1[C:11]2[CH:12]=[CH:13][CH:14]=[CH:15][C:10]=2[CH2:9][O:8][C:7]2[CH:16]=[CH:17][CH:18]=[CH:19][C:6]1=2.S(O[CH2:25][CH2:26][CH2:27][C:28]1[CH:33]=[CH:32][C:31]([O:34][CH3:35])=[CH:30][CH:29]=1)(=O)(=O)C.C(=O)([O-])[O-].[Na+].[Na+].[I-].[Na+]>C(#N)C>[CH3:35][O:34][C:31]1[CH:32]=[CH:33][C:28]([CH2:27][CH2:26][CH2:25][N:2]([CH2:3][CH2:4][N:5]2[C:11]3[CH:12]=[CH:13][CH:14]=[CH:15][C:10]=3[CH2:9][O:8][C:7]3[CH:16]=[CH:17][CH:18]=[CH:19][C:6]2=3)[CH3:1])=[CH:29][CH:30]=1 |f:2.3.4,5.6|. Product: COC1=CC=C(C=C1)CCCN(C)CCN1C2=C(OCC3=C1C=CC=C3)C=CC=C2 (5,11-dihydro-5-[2-[N-[3-(4-methoxyphenyl)propyl]-N-methylamino]ethyl]dibenzo[b,e][1,4]oxazepine), oil. Isolated yield 26.0%.